Dataset: the Open Reaction Database (ORD), a public repository of structured organic reaction records. Task: describe an organic reaction: reactants, conditions, products, and yield The reactants are Brc1cccc(C2OCCO2)c1, CO, O=S(=O)(O)O. Yields the product COC(OC)c1cccc(Br)c1. Reaction SMILES: [Br:1][c:2]1[cH:3][c:4]([CH:8]2[O:9][CH2:10][CH2:11][O:12]2)[cH:5][cH:6][cH:7]1.[CH3:18][OH:19].[S:13](=[O:14])(=[O:15])([OH:16])[OH:17]>>[Br:1][c:2]1[cH:3][c:4]([CH:8]([O:9][CH3:10])[O:12][CH3:11])[cH:5][cH:6][cH:7]1. Starting materials: Cl, Cl, COc1ccc2ccccc2c1CCCCN1CCN(C(=O)C(c2ccc(F)cc2)C2CCNCC2)CC1, [Na+], [OH-]. The product is COc1ccc2ccccc2c1CCCCN1CCN(CC(c2ccc(F)cc2)C2CCNCC2)CC1. As a reaction SMILES: [ClH:1].[ClH:2].[F:3][c:4]1[cH:5][cH:6][c:7]([CH:10]([C:11](=[O:12])[N:13]2[CH2:14][CH2:15][N:16]([CH2:19][CH2:20][CH2:21][CH2:22][c:23]3[c:24]([O:33][CH3:34])[cH:25][cH:26][c:27]4[cH:28][cH:29][cH:30][cH:31][c:32]34)[CH2:17][CH2:18]2)[CH:35]2[CH2:36][CH2:37][NH:38][CH2:39][CH2:40]2)[cH:8][cH:9]1.[Na+:42].[OH-:41]>>[F:3][c:4]1[cH:5][cH:6][c:7]([CH:10]([CH2:11][N:13]2[CH2:14][CH2:15][N:16]([CH2:19][CH2:20][CH2:21][CH2:22][c:23]3[c:24]([O:33][CH3:34])[cH:25][cH:26][c:27]4[cH:28][cH:29][cH:30][cH:31][c:32]34)[CH2:17][CH2:18]2)[CH:35]2[CH2:36][CH2:37][NH:38][CH2:39][CH2:40]2)[cH:8][cH:9]1. Yield: 49.2%. Run at time 3 hour. RXN SMILES: [CH2:1]([O:3][C:4]([C:6]1[C:18]([CH2:19][CH2:20][C:21]([F:24])([F:23])[F:22])=[N:17][C:9]2[C@H:10]3[N:14]([C:15](=[O:16])[C:8]=2[C:7]=1[C:25]1[CH:33]=[CH:32][C:28]([C:29]([OH:31])=O)=[CH:27][CH:26]=1)[CH2:13][CH2:12][CH2:11]3)=[O:5])[CH3:2].CCN=C=NCCCN(C)C.C1C=CC2N(O)N=NC=2C=1.[NH2:55][C@H:56]1[C:64]2[C:59](=[CH:60][CH:61]=[CH:62][CH:63]=2)[CH2:58][CH2:57]1>ClCCl>[C@H:56]1([NH:55][C:29]([C:28]2[CH:32]=[CH:33][C:25]([C:7]3[C:8]4[C:15](=[O:16])[N:14]5[C@H:10]([C:9]=4[N:17]=[C:18]([CH2:19][CH2:20][C:21]([F:23])([F:22])[F:24])[C:6]=3[C:4]([O:3][CH2:1][CH3:2])=[O:5])[CH2:11][CH2:12][CH2:13]5)=[CH:26][CH:27]=2)=[O:31])[C:64]2[C:59](=[CH:60][CH:61]=[CH:62][CH:63]=2)[CH2:58][CH2:57]1. The reactants are C(C)OC(=O)C1=C(C2=C([C@@H]3CCCN3C2=O)N=C1CCC(F)(F)F)C1=CC=C(C(=O)O)C=C1 (4-[(9aS)-3-(ethoxycarbonyl)-5-oxo-2-(3,3,3-trifluoropropyl)-7,8,9,9a-tetrahydro-5H-pyrido[2,3-α]pyrrolizin-4-yl]benzoic acid), CCN=C=NCCCN(C)C (EDCI), C=1C=CC2=C(C1)N=NN2O (HOBT), N[C@@H]1CCC2=CC=CC=C12 ((R)-(−)-1-aminoindane). Product: [C@H]1(CCC2=CC=CC=C12)NC(=O)C1=CC=C(C=C1)C1=C(C(=NC2=C1C(N1CCC[C@@H]21)=O)CCC(F)(F)F)C(=O)OCC (Ethyl (9aS)-4-(4-{[(1R)-2,3-dihydro-1H-inden-1-ylamino]carbonyl}phenyl)-5-oxo-2-(3,3,3-trifluoropropyl)-7,8,9,9a-tetrahydro-5H-pyrido[2,3-α]pyrrolizine-3-carboxylate). Procedure details: To a stirred solution of 4-[(9aS)-3-(ethoxycarbonyl)-5-oxo-2-(3,3,3-trifluoropropyl)-7,8,9,9a-tetrahydro-5H-pyrido[2,3-α]pyrrolizin-4-yl]benzoic acid (0.075 g, 0.162 mmol) in 1 mL of dichloromethane, EDCI (0.037 g, 0.194 mmol), HOBT (0.026 g, 0.194 mmol) and (R)-(−)-1-aminoindane (0.051 g, 0.324 mmol) were added. The reaction mixture was allowed to stir for ˜3 h. The mixture was then concentrated and redissolved in 1 mL of ethyl acetate. The organics were then washed with saturated aqueous NaHCO... The solvent is ClCCl (dichloromethane). Starting materials: C1COCCO1, O=C(CCCCl)c1ccc(F)cc1, ClC(Cl)Cl, c1cc2c3c(c1)C1CNCCC1N3CCC2. Yields the product O=C(CCCN1CCC2C(C1)c1cccc3c1N2CCC3)c1ccc(F)cc1. As a reaction SMILES: [CH2:30]1[O:31][CH2:32][CH2:33][O:34][CH2:35]1.[Cl:17][CH2:18][CH2:19][CH2:20][C:21](=[O:22])[c:23]1[cH:24][cH:25][c:26]([F:29])[cH:27][cH:28]1.[Cl:36][CH:37]([Cl:38])[Cl:39].[cH:1]1[cH:2][cH:3][c:4]2[c:9]3[c:10]1[CH:11]1[CH:12]([N:8]3[CH2:7][CH2:6][CH2:5]2)[CH2:13][CH2:14][NH:15][CH2:16]1>>[cH:1]1[cH:2][cH:3][c:4]2[c:9]3[c:10]1[CH:11]1[CH:12]([N:8]3[CH2:7][CH2:6][CH2:5]2)[CH2:13][CH2:14][N:15]([CH2:18][CH2:19][CH2:20][C:21](=[O:22])[c:23]2[cH:24][cH:25][c:26]([F:29])[cH:27][cH:28]2)[CH2:16]1. Starting materials: CON(C(=O)C1CC(C1)(OC)OC)C (N,3,3-trimethoxy-N-methylcyclobutanecarboxamide), C(CC=C)[Mg]Br (3-butenylmagnesium bromide). Run in C1CCOC1 (THF). Run at temperature 0 celsius, time 1.5 hour. Product: COC1(CC(C1)C(CCC=C)=O)OC (1-(3,3-dimethoxycyclobutyl)pent-4-en-1-one). The yield is 92.3%. RXN SMILES: CON(C)[C:4]([CH:6]1[CH2:9][C:8]([O:12][CH3:13])([O:10][CH3:11])[CH2:7]1)=[O:5].[CH2:15]([Mg]Br)[CH2:16][CH:17]=[CH2:18]>C1COCC1>[CH3:13][O:12][C:8]1([O:10][CH3:11])[CH2:7][CH:6]([C:4](=[O:5])[CH2:18][CH2:17][CH:16]=[CH2:15])[CH2:9]1. Reported procedure: N,3,3-trimethoxy-N-methylcyclobutanecarboxamide (12.19 g, 60.0 mmol) was dissolved in THF (130 mL), cooled to 0° C. and treated with 3-butenylmagnesium bromide (168 mL, 0.5 M/THF, 84 mmol). After stirring for 1.5 h at room temperature, the reaction was re-cooled to 0° C. and quenched with 1 N citric acid (30 mL), diluted with ethyl acetate, washed successively with water, saturated aqueous sodium chloride, dried over MgSO4, and concentrated in vacuo. The residue was chromatographed on silica gel... The reactants are O=C(O)c1ccnc(Br)c1, ClCCCl, CNOC, Cl, CN(C)C=O, O, On1nnc2ccccc21. Product: CON(C)C(=O)c1ccnc(Br)c1. RXN SMILES: [Br:1][c:2]1[cH:3][c:4]([C:5](=[O:6])[OH:7])[cH:8][cH:9][n:10]1.[CH2:26]([Cl:27])[CH2:28][Cl:29].[CH3:22][O:23][NH:24][CH3:25].[ClH:21].[O:30]=[CH:31][N:32]([CH3:33])[CH3:34].[OH2:35].[OH:11][n:12]1[c:13]2[c:14]([cH:15][cH:16][cH:17][cH:18]2)[n:19][n:20]1>>[Br:1][c:2]1[cH:3][c:4]([C:5](=[O:6])[N:24]([O:23][CH3:22])[CH3:25])[cH:8][cH:9][n:10]1. Reactants: COC1=NC(=CC=C1CN1N=C(C2=C(C=CC=C12)[N+](=O)[O-])C=C)C (1-((2-M ethoxy-6-methylpyridin-3-yl)methyl)-4-nitro-3-vinyl-1H-indazole), CO (Methanol). The reagents and catalysts are [OH-].[OH-].[Pd+2] (palladium hydroxide on carbon). The solvent is ClCCl (dichloromethane). Conditions: time 7 hour. Yields the product C(C)C1=NN(C=2C=CC=C(C12)N)CC=1C(=NC(=CC1)C)OC (3-ethyl-1-((2-methoxy-6-methylpyridin-3-yl)methyl)-1H-indazol-4-amine). Yield: 29.9%. RXN SMILES: [CH3:1][O:2][C:3]1[C:8]([CH2:9][N:10]2[C:18]3[C:13](=[C:14]([N+:19]([O-])=O)[CH:15]=[CH:16][CH:17]=3)[C:12]([CH:22]=[CH2:23])=[N:11]2)=[CH:7][CH:6]=[C:5]([CH3:24])[N:4]=1.CO>[OH-].[OH-].[Pd+2].ClCCl>[CH2:22]([C:12]1[C:13]2[C:14]([NH2:19])=[CH:15][CH:16]=[CH:17][C:18]=2[N:10]([CH2:9][C:8]2[C:3]([O:2][CH3:1])=[N:4][C:5]([CH3:24])=[CH:6][CH:7]=2)[N:11]=1)[CH3:23] |f:2.3.4|. Reported procedure: 1-((2-M ethoxy-6-methylpyridin-3-yl)methyl)-4-nitro-3-vinyl-1H-indazole (395 mg, 1.22 mmol) and palladium hydroxide on carbon (171 mg, 0.244 mmol; 20%) were added to a hydrogenation flask. Methanol (6 mL) was added along with a small amount of dichloromethane. The reaction flask was evacuated and purged with nitrogen prior to being shaken on a Parr apparatus under an atmosphere of hydrogen at 40 psi for 7 hours. The mixture was filtered through Celite, rinsing with methanol and the filtrated was... Starting materials: C(C)(=O)NC=1N=C2C(=C(C=NC2=CC1)C#N)O (6-acetamido-4-hydroxyl-[1.5]naphthyridine-3-carbonitrile), O=P(Cl)(Cl)Cl (POCl3). Conditions: time 1 hour. Yields the product C(C)(=O)NC=1N=C2C(=C(C=NC2=CC1)C#N)Cl (6-Acetamido-4-chloro-[1.5]naphthyridine-3-carbonitrile). The yield is 19.0%. Reaction SMILES: [C:1]([NH:4][C:5]1[N:6]=[C:7]2[C:12](=[CH:13][CH:14]=1)[N:11]=[CH:10][C:9]([C:15]#[N:16])=[C:8]2O)(=[O:3])[CH3:2].O=P(Cl)(Cl)[Cl:20]>>[C:1]([NH:4][C:5]1[N:6]=[C:7]2[C:12](=[CH:13][CH:14]=1)[N:11]=[CH:10][C:9]([C:15]#[N:16])=[C:8]2[Cl:20])(=[O:3])[CH3:2]. Procedure: A solution of 6-acetamido-4-hydroxyl-[1.5]naphthyridine-3-carbonitrile (1.0 g, 4.386 mmol) was heated at reflux in POCl3 (20 ml) under nitrogen for 5 hrs. After cooling, the solvent was removed by rotary evaporation. Ice water was added to the black residue, which was cooled (ice bath) and stirred for 1 hr. The mixture was warmed to room temperature and stirred at room temperature for 1 hr. The mixture was cooled with ice bath, and made basic with NH4OH. The aqueous layer was extracted with CH2C... Reactants: BrC1=NC=2N(C(N(C(C2N1CC1=CC=C(C=C1)Cl)=O)CCCOC1OCCCC1)=O)C (8-bromo-7-(4-chlorobenzyl)-3-methyl-1-(3-(tetrahydro-2H-pyran-2-yloxy)propyl)-1H-purine-2,6(3H,7H)-dione), BrC1=NC=2N(C(N(C(C2N1CC1=CC=C(C=C1)Cl)=O)CCCOC1OCCCC1)=O)C (8-bromo-7-(4-chlorobenzyl)-3-methyl-1-(3-(tetrahydro-2H-pyran-2-yloxy)propyl)-1H-purine-2,6(3H,7H)-dione), O.O.O.O.O.O.O.O.O.[S-2].[Na+].[Na+] (sodium sulfide nonahydrate). Solvent: C(C)(=O)OCC (ethyl acetate), O (water), CN(C)C=O (DMF). Run at temperature 85 celsius, time 16 hour. The product is ClC1=CC=C(CN2C(=NC=3N(C(N(C(C23)=O)CCCOC2OCCCC2)=O)C)S)C=C1 (7-(4-chlorobenzyl)-8-mercapto-3-methyl-1-(3-(tetrahydro-2H-pyran-2-yloxy)propyl)-1H-purine-2,6(3H,7H)-dione). Isolated yield 63.3%. RXN SMILES: Br[C:2]1[N:10]([CH2:11][C:12]2[CH:17]=[CH:16][C:15]([Cl:18])=[CH:14][CH:13]=2)[C:9]2[C:8](=[O:19])[N:7]([CH2:20][CH2:21][CH2:22][O:23][CH:24]3[CH2:29][CH2:28][CH2:27][CH2:26][O:25]3)[C:6](=[O:30])[N:5]([CH3:31])[C:4]=2[N:3]=1.O.O.O.O.O.O.O.O.O.[S-2:41].[Na+].[Na+]>CN(C=O)C.C(OCC)(=O)C.O>[Cl:18][C:15]1[CH:16]=[CH:17][C:12]([CH2:11][N:10]2[C:9]3[C:8](=[O:19])[N:7]([CH2:20][CH2:21][CH2:22][O:23][CH:24]4[CH2:29][CH2:28][CH2:27][CH2:26][O:25]4)[C:6](=[O:30])[N:5]([CH3:31])[C:4]=3[N:3]=[C:2]2[SH:41])=[CH:13][CH:14]=1 |f:1.2.3.4.5.6.7.8.9.10.11.12|. Procedure: To a solution of 8-bromo-7-(4-chlorobenzyl)-3-methyl-1-(3-(tetrahydro-2H-pyran-2-yloxy)propyl)-1H-purine-2,6(3H,7H)-dione (400 mg, 0.781 mmol, intermediate 14) in DMF (10 mL) was added sodium sulfide nonahydrate (375 mg, 1.563 mmol). The reaction was stirred at 85° C. for 16 h. The mixture was cooled, diluted with ethyl acetate and water, and the phases were separated. The organic phase was washed with brine, dried over sodium sulfate, filtered and concentrated to give 7-(4-chlorobenzyl)-8-merca... As a reaction SMILES: [CH3:1][C:2]([CH3:6])([CH3:5])[C:3]#N.[Cl:7][C:8]1[CH:13]=[CH:12][C:11](I)=[CH:10][CH:9]=1.[Mg].[OH:16]S(O)(=O)=O>O1CCCC1.[Na].O>[Cl:7][C:8]1[CH:13]=[CH:12][C:11]([C:3]([C:2]([CH3:6])([CH3:5])[CH3:1])=[O:16])=[CH:10][CH:9]=1 |^1:25|. Reactants: OS(=O)(=O)O (H2SO4), CC(C#N)(C)C (Trimethyl acetonitrile), Grignard reagent, ClC1=CC=C(C=C1)I (4-chloro-iodobenzene), [Mg] (magnesium). Reported procedure: Trimethyl acetonitrile (0.1 mol) in dry tetrahydrofuran (50 ml) was added dropwise with stirring to the Grignard reagent prepared form 4-chloro-iodobenzene (0.11 mol) and magnesium turnings (0.11 g atoms) in sodium dry ether (50 ml) at such a rate as to retain gentle reflux. The solution was refluxed for 4 hours, cooled to room temperature, and water (40 ml) added carefully. 2N H2SO4 (50 ml) was added and the ether solution washed with water (3×100 ml) and dried over anhydrous magnesium sulphate... Product: ClC1=CC=C(C=C1)C(=O)C(C)(C)C (tertiary butyl 4-chlorophenyl ketone). The yield is 40.0%. The solvent is O (water), O1CCCC1 (tetrahydrofuran), [Na] (sodium).